From a dataset of the Open Reaction Database (ORD), a public repository of structured organic reaction records. describe an organic reaction: reactants, conditions, products, and yield Reactants: [NH4+].[OH-] (NH4OH), Cl (HCl), COC(=O)C=1N=C(C=2C=CN(C(C2C1O)=O)CC1=CC=CC=C1)I (6-benzyl-4-hydroxy-1-iodo-5-oxo-5,6-dihydro-[2,6]naphthyridine-3-carboxylic acid methyl ester), C(#N)[Cu] (CuCN). Run in C(Cl)Cl (CH2Cl2), CN(C)C=O (DMF). Product: COC(=O)C=1N=C(C=2C=CN(C(C2C1O)=O)CC1=CC=CC=C1)C#N (6-Benzyl-1-cyano-4-hydroxy-5-oxo-5,6-dihydro-[2,6]naphthyridine-3-carboxylic acid methyl ester). Isolated yield 58.9%. As a reaction SMILES: [CH3:1][O:2][C:3]([C:5]1[N:6]=[C:7](I)[C:8]2[CH:9]=[CH:10][N:11]([CH2:17][C:18]3[CH:23]=[CH:22][CH:21]=[CH:20][CH:19]=3)[C:12](=[O:16])[C:13]=2[C:14]=1[OH:15])=[O:4].[C:25]([Cu])#[N:26].[NH4+].[OH-].Cl>CN(C=O)C.C(Cl)Cl>[CH3:1][O:2][C:3]([C:5]1[N:6]=[C:7]([C:25]#[N:26])[C:8]2[CH:9]=[CH:10][N:11]([CH2:17][C:18]3[CH:23]=[CH:22][CH:21]=[CH:20][CH:19]=3)[C:12](=[O:16])[C:13]=2[C:14]=1[OH:15])=[O:4] |f:2.3|. Procedure: A mixture of 6-benzyl-4-hydroxy-1-iodo-5-oxo-5,6-dihydro-[2,6]naphthyridine-3-carboxylic acid methyl ester (180 mg, 0.41 mmol) and CuCN (74 mg, 0.83 mmol) in 5 mL of DMF was refluxed for 8 min. The reaction mixture was cooled to r.t. and poured into a stirring mixture of 1% NH4OH solution and CH2Cl2. 4 M HCl was then added with vigorous stirring until no more solid was present. The aqueous layer was extracted with additional CH2Cl2, and the combined organic layer was dried over MgSO4 and concent... The reactants are ClC1=NC=C(C(=N1)Cl)Cl (2,4,5-trichloropyrimidine), CN1CCNCC1 (1-Methyl piperazine), ClC1=NC=C(C(=N1)N1CCN(CC1)C)Cl (2,5-dichloro-4-(4-methylpiperazin-1-yl)pyrimidine), ClC1=NC=C(C(=N1)N1CCN(CC1)C)Cl (2,5-dichloro-4-(4-methylpiperazin-1-yl)pyrimidine), CP(=O)(C)C1=CC=C(C(=N1)OC)N (6-(Dimethylphosphoryl)-2-methoxypyridin-3-ylamine). The product is ClC=1C(=NC(=NC1)NC=1C(=NC(=CC1)P(=O)(C)C)OC)N1CCN(CC1)C (5-chloro-N-[6-(dimethylphosphoryl)-2-methoxypyridin-3-yl]-4-(4-methylpiperazin-1-yl)pyrimidin-2-amine). Reaction SMILES: ClC1N=C(Cl)C(Cl)=CN=1.CN1CCNCC1.Cl[C:18]1[N:23]=[C:22]([N:24]2[CH2:29][CH2:28][N:27]([CH3:30])[CH2:26][CH2:25]2)[C:21]([Cl:31])=[CH:20][N:19]=1.[CH3:32][P:33]([C:36]1[N:41]=[C:40]([O:42][CH3:43])[C:39]([NH2:44])=[CH:38][CH:37]=1)([CH3:35])=[O:34]>>[Cl:31][C:21]1[C:22]([N:24]2[CH2:29][CH2:28][N:27]([CH3:30])[CH2:26][CH2:25]2)=[N:23][C:18]([NH:44][C:39]2[C:40]([O:42][CH3:43])=[N:41][C:36]([P:33]([CH3:32])([CH3:35])=[O:34])=[CH:37][CH:38]=2)=[N:19][CH:20]=1. Procedure: This compound can be prepared by reacting 2,4,5-trichloropyrimidine with 1-Methyl piperazine as described in Example 32 to generate 2,5-dichloro-4-(4-methylpiperazin-1-yl)pyrimidine. 2,5-dichloro-4-(4-methylpiperazin-1-yl)pyrimidine is then reacted with 6-(dimethylphosphoryl)-2-methoxypyridin-3-ylamine (prepared in Example 32) as described in Example 32. The reactants are CC(C)C(=O)NC1CCc2[nH]c3ccc(C#N)cc3c2C1, CN(C)C=O, FC(F)(F)c1ccccc1CBr, [H-], [Na+]. Product: CC(C)C(=O)NC1CCc2c(c3cc(C#N)ccc3n2Cc2ccccc2C(F)(F)F)C1. Reaction SMILES: [C:3](#[N:4])[c:5]1[cH:6][c:7]2[c:8]3[c:13]([nH:14][c:15]2[cH:16][cH:17]1)[CH2:12][CH2:11][CH:10]([NH:18][C:19]([CH:20]([CH3:21])[CH3:22])=[O:23])[CH2:9]3.[CH3:36][N:37]([CH3:38])[CH:39]=[O:40].[F:24][C:25]([c:26]1[c:27]([CH2:28][Br:29])[cH:30][cH:31][cH:32][cH:33]1)([F:34])[F:35].[H-:1].[Na+:2]>>[C:3](#[N:4])[c:5]1[cH:6][c:7]2[c:8]3[c:13]([n:14]([CH2:28][c:27]4[c:26]([C:25]([F:24])([F:34])[F:35])[cH:33][cH:32][cH:31][cH:30]4)[c:15]2[cH:16][cH:17]1)[CH2:12][CH2:11][CH:10]([NH:18][C:19]([CH:20]([CH3:21])[CH3:22])=[O:23])[CH2:9]3. The reactants are COC=C(C(=O)OC)C(=O)OC, COc1ccc(N)cc1, CCO. The product is COC(=O)C(=CNc1ccc(OC)cc1)C(=O)OC. RXN SMILES: [CH3:10][O:11][CH:12]=[C:13]([C:14](=[O:15])[O:16][CH3:17])[C:18](=[O:19])[O:20][CH3:21].[CH3:1][O:2][c:3]1[cH:4][cH:5][c:6]([NH2:9])[cH:7][cH:8]1.[CH3:22][CH2:23][OH:24]>>[CH3:1][O:2][c:3]1[cH:4][cH:5][c:6]([NH:9][CH:12]=[C:13]([C:14](=[O:15])[O:16][CH3:17])[C:18](=[O:19])[O:20][CH3:21])[cH:7][cH:8]1. Solvent: C1CCOC1 (THF). Run at temperature 60 celsius, time 8 hour. The reagents and catalysts are [Cl-].C(CCCCCCCCCCCCCCC)[N+](C)(C)C (cetyltrimethylammonium chloride). Yield: 452.2%. Reactants: C1(CCCCC1)CCCCCCCCCCCCOCC(COC(C1=CC=CC=C1)(C1=CC=CC=C1)C1=CC=CC=C1)O (1-(12-cyclohexyldodecyloxy)-3-trityloxy-2-propanol), [OH-].[Na+] (sodium hydroxide), C(C1=CC=CC=C1)Cl (benzyl chloride), [OH-].[Na+] (sodium hydroxide), C(C1=CC=CC=C1)Cl (benzyl chloride). Product: C(C1=CC=CC=C1)OC(CO)COCCCCCCCCCCCCC1CCCCC1 (2-Benzyloxy-3-(12-cyclohexyldodecyloxy)propanol). Reported procedure: A mixture of 35 g (4.6 mmole) of 1-(12-cyclohexyldodecyloxy)-3-trityloxy-2-propanol prepared in Reference Example 11, 8.7 g (69 mmole) of benzyl chloride, 0.5 g of cetyltrimethylammonium chloride, 7.4 g (92 mmole) of 50% aqueous sodium hydroxide solution and 50 ml of THF was stirred at 60° C. overnight. To the reaction mixture were further added 7.4 g (92 mmole) of 50% aqueous sodium hydroxide solution and 8.7 g (69 mmole) of benzyl chloride, and the resulting mixture was stirred overnight. THF ... RXN SMILES: [CH:1]1([CH2:7][CH2:8][CH2:9][CH2:10][CH2:11][CH2:12][CH2:13][CH2:14][CH2:15][CH2:16][CH2:17][CH2:18][O:19][CH2:20][CH:21]([OH:43])[CH2:22][O:23]C(C2C=CC=CC=2)(C2C=CC=CC=2)C2C=CC=CC=2)[CH2:6][CH2:5][CH2:4][CH2:3][CH2:2]1.[CH2:44](Cl)[C:45]1[CH:50]=[CH:49][CH:48]=[CH:47][CH:46]=1.[OH-].[Na+]>[Cl-].C([N+](C)(C)C)CCCCCCCCCCCCCCC.C1COCC1>[CH2:44]([O:43][CH:21]([CH2:20][O:19][CH2:18][CH2:17][CH2:16][CH2:15][CH2:14][CH2:13][CH2:12][CH2:11][CH2:10][CH2:9][CH2:8][CH2:7][CH:1]1[CH2:2][CH2:3][CH2:4][CH2:5][CH2:6]1)[CH2:22][OH:23])[C:45]1[CH:50]=[CH:49][CH:48]=[CH:47][CH:46]=1 |f:2.3,4.5|.